Dataset: the Open Reaction Database (ORD), a public repository of structured organic reaction records. Task: describe an organic reaction: reactants, conditions, products, and yield Reactants: [Br-], NC(=O)c1cccc(Br)c1, CCCC[N+](CCCC)(CCCC)CCCC, CCO, CCOC(C)=O, [K+], [K+], O=C([O-])[O-], OB(O)c1cccc(O)c1, Cl[Pd]Cl. The product is NC(=O)c1cccc(-c2cccc(O)c2)c1. As a reaction SMILES: [Br-:27].[Br:11][c:12]1[cH:13][c:14]([C:15](=[O:16])[NH2:17])[cH:18][cH:19][cH:20]1.[CH3:28][CH2:29][CH2:30][CH2:31][N+:32]([CH2:33][CH2:34][CH2:35][CH3:36])([CH2:37][CH2:38][CH2:39][CH3:40])[CH2:41][CH2:42][CH2:43][CH3:44].[CH3:45][CH2:46][OH:47].[CH3:48][CH2:49][O:50][C:51]([CH3:52])=[O:53].[K+:21].[K+:22].[O-:23][C:24]([O-:25])=[O:26].[OH:1][c:2]1[cH:3][c:4]([B:8]([OH:9])[OH:10])[cH:5][cH:6][cH:7]1.[Pd:54]([Cl:55])[Cl:56]>>[OH:1][c:2]1[cH:3][c:4](-[c:12]2[cH:13][c:14]([C:15](=[O:16])[NH2:17])[cH:18][cH:19][cH:20]2)[cH:5][cH:6][cH:7]1. Starting materials: OCCBr, Cc1ccc2c(c1)CC(O)c1ccccc1S2, O, c1ccccc1. Yields the product Cc1ccc2c(c1)CC(OCCBr)c1ccccc1S2. Reaction SMILES: [Br:18][CH2:19][CH2:20][OH:21].[CH3:1][c:2]1[cH:3][c:4]2[c:5]([cH:16][cH:17]1)[S:6][c:7]1[c:8]([cH:12][cH:13][cH:14][cH:15]1)[CH:9]([OH:11])[CH2:10]2.[OH2:22].[cH:23]1[cH:24][cH:25][cH:26][cH:27][cH:28]1>>[CH3:1][c:2]1[cH:3][c:4]2[c:5]([cH:16][cH:17]1)[S:6][c:7]1[c:8]([cH:12][cH:13][cH:14][cH:15]1)[CH:9]([O:11][CH2:20][CH2:19][Br:18])[CH2:10]2. Reactants: CCOC(=O)COc1cccc(N)c1, O=C(O)c1ccc(-c2ccc(F)cc2)o1. Product: CCOC(=O)COc1cccc(NC(=O)c2ccc(-c3ccc(F)cc3)o2)c1. Reaction SMILES: [CH2:16]([CH3:17])[O:18][C:19]([CH2:20][O:21][c:22]1[cH:23][c:24]([NH2:28])[cH:25][cH:26][cH:27]1)=[O:29].[F:1][c:2]1[cH:3][cH:4][c:5](-[c:8]2[cH:9][cH:10][c:11]([C:13](=[O:14])[OH:15])[o:12]2)[cH:6][cH:7]1>>[F:1][c:2]1[cH:3][cH:4][c:5](-[c:8]2[cH:9][cH:10][c:11]([C:13](=[O:15])[NH:28][c:24]3[cH:23][c:22]([O:21][CH2:20][C:19]([O:18][CH2:16][CH3:17])=[O:29])[cH:27][cH:26][cH:25]3)[o:12]2)[cH:6][cH:7]1.